Dataset: the Open Reaction Database (ORD), a public repository of structured organic reaction records. Task: describe an organic reaction: reactants, conditions, products, and yield Reactants: C=CCN, O=C1Cc2c(cccc2OCC2CO2)N1, C1COCCO1. Yields the product C=CCNCC(O)COc1cccc2c1CC(=O)N2. Reaction SMILES: [CH2:16]([CH:17]=[CH2:18])[NH2:19].[O:1]1[CH:2]([CH2:3][O:4][c:5]2[c:6]3[c:10]([cH:11][cH:12][cH:13]2)[NH:9][C:8](=[O:14])[CH2:7]3)[CH2:15]1.[O:20]1[CH2:21][CH2:22][O:23][CH2:24][CH2:25]1>>[OH:1][CH:2]([CH2:3][O:4][c:5]1[c:6]2[c:10]([cH:11][cH:12][cH:13]1)[NH:9][C:8](=[O:14])[CH2:7]2)[CH2:15][NH:19][CH2:16][CH:17]=[CH2:18].